This data is from the Open Reaction Database (ORD), a public repository of structured organic reaction records. The task is: describe an organic reaction: reactants, conditions, products, and yield The product is CC(=O)Nc1cccc(C=O)c1. Reactants: CN(C)C=O, ClCCl, O=[Cr](=O)([O-])Cl, CC(=O)Nc1cccc(CO)c1, c1cc[nH+]cc1. Reaction SMILES: [CH3:24][N:25]([CH3:26])[CH:27]=[O:28].[Cl:29][CH2:30][Cl:31].[O:13]=[Cr:14]([Cl:15])([O-:16])=[O:17].[OH:1][CH2:2][c:3]1[cH:4][c:5]([NH:9][C:10]([CH3:11])=[O:12])[cH:6][cH:7][cH:8]1.[nH+:18]1[cH:19][cH:20][cH:21][cH:22][cH:23]1>>[O:1]=[CH:2][c:3]1[cH:4][c:5]([NH:9][C:10]([CH3:11])=[O:12])[cH:6][cH:7][cH:8]1.